Dataset: the Open Reaction Database (ORD), a public repository of structured organic reaction records. Task: describe an organic reaction: reactants, conditions, products, and yield Starting materials: ClC1=CC=C(/C=C/C(=O)O)C=C1 (4-chloro-trans-cinnamic acid), S(=O)(Cl)Cl (thionyl chloride). The reagents and catalysts are CN(C)C=1C=CN=CC1 (DMAP). Run in C1=CC=CC=C1 (benzene). Product: ClC1=CC=C(C=C1)C=CC(=O)Cl (3-(4-chloro-phenyl)-acryloyl chloride). Yield: 100.4%. RXN SMILES: [Cl:1][C:2]1[CH:12]=[CH:11][C:5](/[CH:6]=[CH:7]/[C:8](O)=[O:9])=[CH:4][CH:3]=1.S(Cl)([Cl:15])=O>C1C=CC=CC=1.CN(C1C=CN=CC=1)C>[Cl:1][C:2]1[CH:12]=[CH:11][C:5]([CH:6]=[CH:7][C:8]([Cl:15])=[O:9])=[CH:4][CH:3]=1. Procedure details: 3-(4-chloro-phenyl)-acryloyl chloride was prepared as follows: To a stirred suspension of 4-chloro-trans-cinnamic acid (2.51 g, 13.77 mmol) in benzene was added thionyl chloride (1.1 mL, 15.14 mmol) and a catalytic amount of DMAP. The reaction mixture was heated at reflux for 1.5 h. The volatile materials were removed under reduced pressure. The white residue was dissolved in Et2O and concentrated again under reduced pressure, to give 3-(4-chloro-phenyl)-acryloyl chloride (2.78 g, quantitative) ... The reactants are CCOC(C)=O, O=C(Nc1cccc(C(F)(F)F)c1)N1CCCCc2cc(Oc3cc(Cl)ncn3)ccc21, [N-]=[N+]=[N-], [Na+], CN(C)C=O, O. The product is [N-]=[N+]=Nc1cc(Oc2ccc3c(c2)CCCCN3C(=O)Nc2cccc(C(F)(F)F)c2)ncn1. As a reaction SMILES: [CH3:42][CH2:43][O:44][C:45]([CH3:46])=[O:47].[F:1][C:2]([c:3]1[cH:4][c:5]([NH:9][C:10](=[O:11])[N:12]2[c:13]3[c:14]([cH:19][c:20]([O:23][c:24]4[n:25][cH:26][n:27][c:28]([Cl:30])[cH:29]4)[cH:21][cH:22]3)[CH2:15][CH2:16][CH2:17][CH2:18]2)[cH:6][cH:7][cH:8]1)([F:31])[F:32].[N-:33]=[N+:34]=[N-:35].[Na+:36].[O:37]=[CH:38][N:39]([CH3:40])[CH3:41].[OH2:48]>>[F:1][C:2]([c:3]1[cH:4][c:5]([NH:9][C:10](=[O:11])[N:12]2[c:13]3[c:14]([cH:19][c:20]([O:23][c:24]4[n:25][cH:26][n:27][c:28]([N:33]=[N+:34]=[N-:35])[cH:29]4)[cH:21][cH:22]3)[CH2:15][CH2:16][CH2:17][CH2:18]2)[cH:6][cH:7][cH:8]1)([F:31])[F:32]. Reactants: CO, Cl, [H][H], N#Cc1ccc2c(c1)CC(=O)N2. Yields the product NCc1ccc2c(c1)CC(=O)N2. As a reaction SMILES: [CH3:16][OH:17].[ClH:13].[H:14][H:15].[O:1]=[C:2]1[NH:3][c:4]2[cH:5][cH:6][c:7]([C:11]#[N:12])[cH:8][c:9]2[CH2:10]1>>[O:1]=[C:2]1[NH:3][c:4]2[cH:5][cH:6][c:7]([CH2:11][NH2:12])[cH:8][c:9]2[CH2:10]1. Starting materials: BrCC1=CC(=C(C(=O)NS(=O)(=O)C)C=C1F)F (4-(Bromomethyl)-2,5-difluoro-N-(methylsulfonyl)benzamide), ClC1=CC(=C(C=C1)B(O)O)OC ((4-chloro-2-methoxyphenyl)boronic acid), C([O-])([O-])=O.[K+].[K+] (potassium carbonate). The reagents and catalysts are C=1C=CC(=CC1)[P](C=2C=CC=CC2)(C=3C=CC=CC3)[Pd]([P](C=4C=CC=CC4)(C=5C=CC=CC5)C=6C=CC=CC6)([P](C=7C=CC=CC7)(C=8C=CC=CC8)C=9C=CC=CC9)[P](C=1C=CC=CC1)(C=1C=CC=CC1)C=1C=CC=CC1 (tetrakis(triphenylphosphine)palladium). The solvent is O1CCCC1 (tetrahydrofuran). Product: ClC1=CC(=C(CC2=CC(=C(C(=O)NS(=O)(=O)C)C=C2F)F)C=C1)OC (4-(4-Chloro-2-methoxybenzyl)-2,5-difluoro-N-(methylsulfonyl)benzamide). The yield is 36.1%. As a reaction SMILES: Br[CH2:2][C:3]1[C:15]([F:16])=[CH:14][C:6]([C:7]([NH:9][S:10]([CH3:13])(=[O:12])=[O:11])=[O:8])=[C:5]([F:17])[CH:4]=1.[Cl:18][C:19]1[CH:24]=[CH:23][C:22](B(O)O)=[C:21]([O:28][CH3:29])[CH:20]=1.C(=O)([O-])[O-].[K+].[K+]>C1C=CC([P]([Pd]([P](C2C=CC=CC=2)(C2C=CC=CC=2)C2C=CC=CC=2)([P](C2C=CC=CC=2)(C2C=CC=CC=2)C2C=CC=CC=2)[P](C2C=CC=CC=2)(C2C=CC=CC=2)C2C=CC=CC=2)(C2C=CC=CC=2)C2C=CC=CC=2)=CC=1.O1CCCC1>[Cl:18][C:19]1[CH:24]=[CH:23][C:22]([CH2:2][C:3]2[C:15]([F:16])=[CH:14][C:6]([C:7]([NH:9][S:10]([CH3:13])(=[O:12])=[O:11])=[O:8])=[C:5]([F:17])[CH:4]=2)=[C:21]([O:28][CH3:29])[CH:20]=1 |f:2.3.4,^1:39,41,60,79|. Procedure: 4-(Bromomethyl)-2,5-difluoro-N-(methylsulfonyl)benzamide (Preparation 164, 100 mg, 0.27 mmol), (4-chloro-2-methoxyphenyl)boronic acid (55 mg, 0.295 mmol), tetrakis(triphenylphosphine)palladium (31 mg, 0.027 mmol), aqueous potassium carbonate solution (1.8 M, 0.45 mL, 0.804 mmol) and tetrahydrofuran (15 mL) were combined and stirred under nitrogen at reflux for 6 hours. After cooling, the mixture was filtered through Celite™ and the filtrate evaporated. The residue was dissolved in water (20 mL) ... Reactants: C(=O)(O)C=1NC(=C(C1CCC(=O)OCC)C)C(=O)OCC (2-Carboxy-5-ethoxycarbonyl-3-(2-ethoxycarbonylethyl)-4-methylpyrrole), C(=O)(O)C=1NC(=C(C1CCC(=O)OCC)C)C(=O)OCC (2-carboxy-5-ethoxycarbonyl-3-(2-ethoxycarbonylethyl)-4-methylpyrrole). The solvent is [OH-].[Na+] (sodium hydroxide). Conditions: temperature 10 celsius. Yields the product C(=O)(O)CCC1=CNC=C1C (3-(2-carboxyethyl)-4-methylpyrrole). Yield: 474.7%. RXN SMILES: C([C:4]1[NH:5][C:6](C(OCC)=O)=[C:7]([CH3:16])[C:8]=1[CH2:9][CH2:10][C:11]([O:13]CC)=[O:12])(O)=O>[OH-].[Na+]>[C:11]([CH2:10][CH2:9][C:8]1[C:7]([CH3:16])=[CH:6][NH:5][CH:4]=1)([OH:13])=[O:12] |f:1.2|. Reported procedure: 2-Carboxy-5-ethoxycarbonyl-3-(2-ethoxycarbonylethyl)-4-methylpyrrole (50.5 g) and 400 ml 10% sodium hydroxide solution was heated to 180° C. in a Parr autoclave for 90 minutes. This process was repeated 4 more times until a total of 252.5 g of 2-carboxy-5-ethoxycarbonyl-3-(2-ethoxycarbonylethyl)-4-methylpyrrole had been treated. The five solutions were combined and rotary evaporated to a volume of about 1.8 L of thick black residue. The mixture was cooled to 10° C. in a water bath and 50% sulfur... Starting materials: C(O)([O-])=O.[Na+] (sodium hydrogen carbonate), B(Br)(Br)Br (boron tribromide), COC1=C(C=CC=C1)C1CC(C=2C(=CC=NC2C1)C)=O (7-(2-methoxyphenyl)-4-methyl-5,6,7,8-tetrahydroquinolin-5-one). The solvent is ClCCl (dichloromethane), ClCCl (dichloromethane). Conditions: time 1.5 hour. Product: OC1=C(C=CC=C1)C1CC(C=2C(=CC=NC2C1)C)=O (7-(2-hydroxyphenyl)-4-methyl-5,6,7,8-tetrahydroquinolin-5-one). The yield is 73.6%. Reaction SMILES: B(Br)(Br)Br.C[O:6][C:7]1[CH:12]=[CH:11][CH:10]=[CH:9][C:8]=1[CH:13]1[CH2:22][C:21]2[N:20]=[CH:19][CH:18]=[C:17]([CH3:23])[C:16]=2[C:15](=[O:24])[CH2:14]1.C(=O)([O-])O.[Na+]>ClCCl>[OH:6][C:7]1[CH:12]=[CH:11][CH:10]=[CH:9][C:8]=1[CH:13]1[CH2:22][C:21]2[N:20]=[CH:19][CH:18]=[C:17]([CH3:23])[C:16]=2[C:15](=[O:24])[CH2:14]1 |f:2.3|. Procedure: To a solution of boron tribromide (0.96 g) in dichloromethane (30 ml) was added dropwise at −78° C. a solution of 7-(2-methoxyphenyl)-4-methyl-5,6,7,8-tetrahydroquinolin-5-one (0.33 g) in dichloromethane (1 ml), and the mixture was gradually warmed to room temperature and stirred at room temperature for 1.5 hours. To the mixture were added carefully ice and sodium hydrogen carbonate solution, and the mixture was extracted with ethyl acetate. The organic layer was washed with water and saturated ... Starting materials: [Mn](=O)(=O)(=O)[O-].[K+] (potassium permanganate), OP(=O)(O)O (H3PO4), [O-2].[Zn+2] (zinc oxide), P(O)(O)(O)=O (phosphoric acid). The reagents and catalysts are [Zn] (zinc). The solvent is O (water), O (water). Yields the product P(=O)([O-])([O-])[O-].[Zn+2].P(=O)([O-])([O-])[O-].[Zn+2].[Zn+2] (zinc phosphate). Isolated yield 131.8%. Reaction SMILES: [O-2].[Zn+2:2].[Mn]([O-])(=O)(=O)=O.[K+].[P:9](=[O:13])([OH:12])([OH:11])[OH:10]>[Zn].O>[P:9]([O-:13])([O-:12])([O-:11])=[O:10].[Zn+2:2].[P:9]([O-:13])([O-:12])([O-:11])=[O:10].[Zn+2:2].[Zn+2:2] |f:0.1,2.3,7.8.9.10.11|. Reported procedure: Zinc-containing wastes resulting from the production of sodium hydrosulphite in the amount of 1,019 g containing 960 g of zinc oxide and 10 g of metallic zinc are ground in a ball mill by the wet grinding method in the presence of 1,000 g of water, whereafter an additional 2,000 g of water are added thereto along with 143 g of potassium permanganate. Under continuous stirring, the slurry is heated to a temperature of 80° C. and 965 g of phosphoric acid as calculated for 100% H3PO4 are added ther... The reactants are C(O)([O-])=O.[Na+] (sodium hydrogen carbonate), P(=O)(Cl)(Cl)Cl (Phosphoryl chloride), Cl.N1(CCOCC1)C=1C=NC(=NC1)O (5-morpholin-4-yl-pyrimidin-2-ol hydrochloride), CCN(CC)C=1C=CC=CC1 (diethylaniline). Solvent: C(Cl)(Cl)Cl (chloroform), C(C)#N (acetonitrile). Product: ClC1=NC=C(C=N1)N1CCOCC1 (4-(2-chloro-pyrimidin-5-yl)-morpholine). The yield is 67.0%. Reaction SMILES: P(Cl)(Cl)(Cl)=O.[ClH:6].[N:7]1([C:13]2[CH:14]=[N:15][C:16](O)=[N:17][CH:18]=2)[CH2:12][CH2:11][O:10][CH2:9][CH2:8]1.CCN(C1C=CC=CC=1)CC.C(=O)([O-])O.[Na+]>C(#N)C.C(Cl)(Cl)Cl>[Cl:6][C:16]1[N:15]=[CH:14][C:13]([N:7]2[CH2:12][CH2:11][O:10][CH2:9][CH2:8]2)=[CH:18][N:17]=1 |f:1.2,4.5|. Procedure details: Phosphoryl chloride (16 ml) was added to a solution of 5-morpholin-4-yl-pyrimidin-2-ol hydrochloride (7.49 g) and diethylaniline (11 ml) in acetonitrile (150 ml) over 10 minutes and the mixture was heated to reflux for 7.5 hours. The reaction mixture was cooled to room temperature, and added to a mixture of a saturated sodium hydrogen carbonate aq. solution and chloroform. The organic layer was washed with a saturated brine, dried over magnesium sulfate and concentrated in vacuo. The resulting r...